This data is from the Open Reaction Database (ORD), a public repository of structured organic reaction records. The task is: describe an organic reaction: reactants, conditions, products, and yield Starting materials: [Na+].[Cl-] (NaCl), ClC(=O)OCC(Cl)(Cl)Cl (Trichloroethyl chloroformate), N1=CC=CC=C1 (pyridine), C(C)(C)OC(C(C([C@@H]([C@H]([C@H](CC=C)C)O)C)=O)(C)C)OC(C)C ((4R,5S,6S)-1,1-diisopropoxy-5-hydroxy-2,2,4,6-tetramethyl-8-nonen-3-one). Run in C(Cl)Cl (CH2Cl2). Reaction conditions: time 5 hour. Yields the product C(C)(C)OC(C(C([C@@H]([C@H]([C@H](CC=C)C)OC(=O)OCC(Cl)(Cl)Cl)C)=O)(C)C)OC(C)C ((4R,5S,6S)-1,1-diisopropoxy-5-(2,2,2-trichloroethoxycarbonyloxy)-2,2,4,6-tetramethyl-8-nonen-3-one). As a reaction SMILES: Cl[C:2]([O:4][CH2:5][C:6]([Cl:9])([Cl:8])[Cl:7])=[O:3].N1C=CC=CC=1.[CH:16]([O:19][CH:20]([O:35][CH:36]([CH3:38])[CH3:37])[C:21]([CH3:34])([CH3:33])[C:22](=[O:32])[C@H:23]([CH3:31])[C@@H:24]([OH:30])[C@@H:25]([CH3:29])[CH2:26][CH:27]=[CH2:28])([CH3:18])[CH3:17].[Na+].[Cl-]>C(Cl)Cl>[CH:36]([O:35][CH:20]([O:19][CH:16]([CH3:18])[CH3:17])[C:21]([CH3:33])([CH3:34])[C:22](=[O:32])[C@H:23]([CH3:31])[C@@H:24]([O:30][C:2]([O:4][CH2:5][C:6]([Cl:9])([Cl:8])[Cl:7])=[O:3])[C@@H:25]([CH3:29])[CH2:26][CH:27]=[CH2:28])([CH3:38])[CH3:37] |f:3.4|. Procedure: Trichloroethyl chloroformate (2.5 mL) and pyridine (2.95 mL) are added to a solution of (4R,5S,6S)-1,1-diisopropoxy-5-hydroxy-2,2,4,6-tetramethyl-8-nonen-3-one (3.0 g) in 40 mL of CH2Cl2 at 0° C., and the mixture is stirred for 5 hours before pouring into sat. aq. NaCl and extracting with CH2Cl2. The extract is dried over Na2SO4, filtered, and evaporated. The product is purified by chromatography on SiO2 (2% ethyl acetate/hexanes). Reactants: O (water), O1COC2=C1C=CC(=C2)C2OC(C1=NC=3C=C(C4=C(C3C=C12)OC(O4)C(=O)OCC)C(=O)OCC)=O (Diethyl 9-(1,3-benzodioxole-5-yl)-1,3-dioxolo[4,5- f]furo[3,4-b]quinoline-7(9H)-one dicarboxylate), [H-].[H-].[H-].[H-].[Li+].[Al+3] (LAH), [H-].[Al+3].[Li+].[H-].[H-].[H-] (lithium aluminium hydride). Solvent: C1CCOC1 (THF). Reaction conditions: time 1 hour. Yields the product O1COC2=C1C=CC(=C2)C2=C1C(=NC3=CC=C4C(=C23)OCO4)C(OC1)=O (10-(1,3-Benzodioxole-5-yl)-1,3-dioxolo[4,5-f]furo[3,4-b]quinolin-7(9 H)-one). RXN SMILES: O1C2C=CC([CH:10]3[C:22]4[C:13](=[N:14][C:15]5[CH:16]=[C:17](C(OCC)=O)[C:18]6[O:25][CH:24](C(OCC)=O)[O:23][C:19]=6[C:20]=5[CH:21]=4)[C:12](=[O:36])[O:11]3)=CC=2OC1.[H-].[H-].[H-].[H-].[Li+].[Al+3].[OH2:43]>C1COCC1>[O:43]1[C:18]2[CH:17]=[CH:16][C:15]([C:21]3[C:20]4[C:15](=[CH:16][CH:17]=[C:18]5[O:25][CH2:24][O:23][C:19]5=4)[N:14]=[C:13]4[C:12](=[O:36])[O:11][CH2:10][C:22]=34)=[CH:20][C:19]=2[O:23][CH2:24]1 |f:1.2.3.4.5.6|. Reported procedure: Diethyl 9-(1,3-benzodioxole-5-yl)-1,3-dioxolo[4,5- f]furo[3,4-b]quinoline-7(9H)-one dicarboxylate (2.4 g) was added gradually to a suspension of LAH (lithium aluminium hydride (2.0 g) in THF (50 ml) at 0° C. The mixture was stirred at room temperature for one hour, followed by addition of water to stop the reaction. The resulting precipitate was filtered off through Celite®. The filtrate was extracted with ethyl acetate. The extract was washed with water, dried over magnesium sulfate and concent... Reactants: Brc1ccc(cn1)c2ccccc2, CC1(C)OB(OC1(C)C)c2cccc(c2)C3(CC3)NC(=O)OCc4ccccc4. The reagents and catalysts are CCN=P(N=P(N(C)C)(N(C)C)N(C)C)(N(C)C)N(C)C (P2-Et), CC(C)c1cc(C(C)C)c(-c2ccccc2[PH](C(C)(C)C)(C(C)(C)C)[Pd]2(OS(C)(=O)=O)Nc3ccccc3-c3ccccc32)c(C(C)C)c1 (tBuXphos G3). Run in CS(C)=O (DMSO), O (water), CS(C)=O (DMSO), CS(C)=O (DMSO), CS(C)=O (DMSO). Conditions: time 22 hour. Product: O=C(NC1(CC1)c2cccc(c2)c3ccc(cn3)c4ccccc4)OCc5ccccc5, Brc1ccc(cn1)c2ccccc2, c1ccc(-c2ccccc2)cc1. Reactants: C1(CCCC1)C[C@@H](CO)NC(OC(C)(C)C)=O ((S)-tert-butyl 1-cyclopentyl-3-hydroxypropan-2-ylcarbamate), CS(=O)(=O)Cl (MsCl), O (water). The solvent is C(Cl)Cl (CH2Cl2), C(Cl)Cl (CH2Cl2). Reaction conditions: temperature 0 celsius, time 2 hour. Product: CS(=O)(=O)OC[C@H](CC1CCCC1)NC(=O)OC(C)(C)C ((S)-2-(tert-butoxycarbonylamino)-3-cyclopentylpropyl methanesulfonate). RXN SMILES: [CH:1]1([CH2:6][C@H:7]([NH:10][C:11](=[O:17])[O:12][C:13]([CH3:16])([CH3:15])[CH3:14])[CH2:8][OH:9])[CH2:5][CH2:4][CH2:3][CH2:2]1.[CH3:18][S:19](Cl)(=[O:21])=[O:20].O>C(Cl)Cl>[CH3:18][S:19]([O:9][CH2:8][C@@H:7]([NH:10][C:11]([O:12][C:13]([CH3:14])([CH3:16])[CH3:15])=[O:17])[CH2:6][CH:1]1[CH2:2][CH2:3][CH2:4][CH2:5]1)(=[O:21])=[O:20]. Procedure: To a solution of (S)-tert-butyl 1-cyclopentyl-3-hydroxypropan-2-ylcarbamate in CH2Cl2 (30 mL) Et3N (3.2 mL, 24.3 mmol) was added. The reaction mixture was cooled to 0° C. followed by dropwise addition of MsCl (1.1 g, 9.7 mmol) in CH2Cl2 (10 mL). After stirring for an additional 2 h, water (30 mL) was added and the mixture was extracted with CH2Cl2 (2×30 mL). The organic layers were washed with saturated aqueous brine, dried over MgSO4, and evaporated to give crude (S)-2-(tert-butoxycarbonylamino... The reactants are C(C)OC(CNC(CN1C(=NC=2C1=NC=CC2)C2=CC=C(C=C2)Cl)=O)=O (N-[[2-(4-chlorophenyl)-3H-imidazo[4,5-b]pyridin-3-yl]acetyl]glycine ethyl ester), [OH-].[K+] (potassium hydroxide). Solvent: C(C)O (ethyl alcohol). Product: O.[K+].ClC1=CC=C(C=C1)C1=NC=2C(=NC=CC2)N1CC(=O)NCC(=O)[O-] (N-[[2-(4-Chlorophenyl)-3H-imidazo[4,5-b]pyridin-3-yl]acetyl]glycine potassium salt hydrate). Isolated yield 115.5%. Reaction SMILES: C([O:3][C:4](=[O:26])[CH2:5][NH:6][C:7](=[O:25])[CH2:8][N:9]1[C:13]2=[N:14][CH:15]=[CH:16][CH:17]=[C:12]2[N:11]=[C:10]1[C:18]1[CH:23]=[CH:22][C:21]([Cl:24])=[CH:20][CH:19]=1)C.[OH-].[K+:28]>C(O)C>[OH2:3].[K+:28].[Cl:24][C:21]1[CH:22]=[CH:23][C:18]([C:10]2[N:9]([CH2:8][C:7]([NH:6][CH2:5][C:4]([O-:26])=[O:3])=[O:25])[C:13]3=[N:14][CH:15]=[CH:16][CH:17]=[C:12]3[N:11]=2)=[CH:19][CH:20]=1 |f:1.2,4.5.6|. Reported procedure: A mixture of N-[[2-(4-chlorophenyl)-3H-imidazo[4,5-b]pyridin-3-yl]acetyl]glycine ethyl ester (4.0 g, 0.0108 mole), potassium hydroxide (0.62 g, 0.011 mole), and 100 ml of 95% ethyl alcohol was heated at reflux for 2 hrs. The hot solution was filtered and allowed to cool to initiate crystallization. The solid was diluted with 95% ethyl alcohol, filtered, and washed with a little 95% ethyl alcohol. The solid was dried under high vacuum at room temperature overnight to give 2.5 g (55%) of title com... Starting materials: C(C)(C)(C)OC(=O)N1C(COCC1)C(=O)O (morpholine-3,4-dicarboxylic acid-4-tert-butyl ester), C1=CN(C=N1)C(=O)N2C=CN=C2 (CDI), Cl.Cl.CN1C(=NC2=C1C=CC=C2)C2=CC(=CC=C2)N2CCNCC2 (1-Methyl-2-(3-piperazin-1-yl-phenyl)-1H-benzoimidazole dihydrochloride), CCN(C(C)C)C(C)C (DIPEA). Run in C(C)#N (acetonitrile). Reaction conditions: time 8 hour. Yields the product C(C)(C)(C)OC(=O)N1C(COCC1)C(=O)N1CCN(CC1)C1=CC(=CC=C1)C1=NC2=C(N1C)C=CC=C2 (3-{4-[3-(1-Methyl-1H-benzoimidazol-2-yl)-phenyl]-piperazine-1-carbonyl}-morpholine-4-carboxylic acid tert-butyl ester). The yield is 39.6%. RXN SMILES: [C:1]([O:5][C:6]([N:8]1[CH2:13][CH2:12][O:11][CH2:10][CH:9]1[C:14]([OH:16])=O)=[O:7])([CH3:4])([CH3:3])[CH3:2].C1N=CN(C(N2C=NC=C2)=O)C=1.Cl.Cl.[CH3:31][N:32]1[C:36]2[CH:37]=[CH:38][CH:39]=[CH:40][C:35]=2[N:34]=[C:33]1[C:41]1[CH:46]=[CH:45][CH:44]=[C:43]([N:47]2[CH2:52][CH2:51][NH:50][CH2:49][CH2:48]2)[CH:42]=1.CCN(C(C)C)C(C)C>C(#N)C>[C:1]([O:5][C:6]([N:8]1[CH2:13][CH2:12][O:11][CH2:10][CH:9]1[C:14]([N:50]1[CH2:51][CH2:52][N:47]([C:43]2[CH:44]=[CH:45][CH:46]=[C:41]([C:33]3[N:32]([CH3:31])[C:36]4[CH:37]=[CH:38][CH:39]=[CH:40][C:35]=4[N:34]=3)[CH:42]=2)[CH2:48][CH2:49]1)=[O:16])=[O:7])([CH3:2])([CH3:3])[CH3:4] |f:2.3.4|. Reported procedure: To a solution of morpholine-3,4-dicarboxylic acid-4-tert-butyl ester (0.16 g, 0.71 mmol) in acetonitrile (8 mL) was added CDI (0.16 g, 0.71 mmol) and the resulting suspension was stirred at room temperature overnight. 1-Methyl-2-(3-piperazin-1-yl-phenyl)-1H-benzoimidazole dihydrochloride (0.20 g, 0.55 mmol) (obtained as described in method C) and DIPEA (0.19 mL, 1.10 mmol) were added and the resulting solution heated at 65° C. overnight. The reaction was then cooled to room temperature, the solv...